Dataset: the Open Reaction Database (ORD), a public repository of structured organic reaction records. Task: describe an organic reaction: reactants, conditions, products, and yield Reported procedure: The product from part (a) is reacted with sodium borohydride as taught in either example 1 or 38 to yield the titled compound. As a reaction SMILES: [OH:1][C:2]1([C:27]2[CH:32]=[CH:31][CH:30]=[CH:29][CH:28]=2)[CH2:7][CH2:6][N:5]([CH2:8][CH2:9][CH2:10][CH2:11][N:12]2[C:21](=[O:22])[C:20]3[CH:23]=[CH:24][CH:25]=[C:18]4[C:19]=3[C:14](=[CH:15][CH:16]=[CH:17]4)[C:13]2=[O:26])[CH2:4][CH2:3]1.[BH4-].[Na+]>>[OH:1][C:2]1([C:27]2[CH:32]=[CH:31][CH:30]=[CH:29][CH:28]=2)[CH2:3][CH2:4][N:5]([CH2:8][CH2:9][CH2:10][CH2:11][N:12]2[CH:21]([OH:22])[C:20]3[CH:23]=[CH:24][CH:25]=[C:18]4[C:19]=3[C:14](=[CH:15][CH:16]=[CH:17]4)[C:13]2=[O:26])[CH2:6][CH2:7]1 |f:1.2|. Starting materials: OC1(CCN(CC1)CCCCN1C(C2=CC=CC=3C2=C(C1=O)C=CC3)=O)C3=CC=CC=C3 (2-[4-(4-Hydroxy-4-phenyl-1-piperidinyl)butyl]-1H-benz[de]-isoquinoline-1,3(2H)-dione), [BH4-].[Na+] (sodium borohydride). Yields the product OC1(CCN(CC1)CCCCN1C(C2=CC=CC=3C2=C(C1O)C=CC3)=O)C3=CC=CC=C3 (2-[4-[4-Hydroxy-4-phenyl-1-piperidinyl)butyl]-2,3-dihydro-3-hydroxy-1H-benz[de]isoquinolin-1-one). Reactants: O=S(=O)(Cl)c1ccc(F)c(F)c1F, COc1ccc(N)cc1O. The product is COc1ccc(NS(=O)(=O)c2ccc(F)c(F)c2F)cc1O. Reaction SMILES: [F:1][c:2]1[c:3]([S:10](=[O:11])(=[O:12])[Cl:13])[cH:4][cH:5][c:6]([F:9])[c:7]1[F:8].[OH:14][c:15]1[cH:16][c:17]([NH2:18])[cH:19][cH:20][c:21]1[O:22][CH3:23]>>[F:1][c:2]1[c:3]([S:10](=[O:11])(=[O:12])[NH:18][c:17]2[cH:16][c:15]([OH:14])[c:21]([O:22][CH3:23])[cH:20][cH:19]2)[cH:4][cH:5][c:6]([F:9])[c:7]1[F:8]. Reactants: C(C1=CC=CC=C1)OC1=C2C=C(NC2=CC(=C1)C)C(=O)OCC (4-benzyloxy-2-ethoxycarbonyl-6-methyl indole), [OH-].[K+] (potassium hydroxide). Run in C(C)O (ethanol), O (water). The product is C(C1=CC=CC=C1)OC1=C2C=C(NC2=CC(=C1)C)C(=O)O (4-benzyloxy-2-carboxy-6-methyl indole). Isolated yield 95.0%. Reaction SMILES: [CH2:1]([O:8][C:9]1[CH:17]=[C:16]([CH3:18])[CH:15]=[C:14]2[C:10]=1[CH:11]=[C:12]([C:19]([O:21]CC)=[O:20])[NH:13]2)[C:2]1[CH:7]=[CH:6][CH:5]=[CH:4][CH:3]=1.[OH-].[K+]>C(O)C.O>[CH2:1]([O:8][C:9]1[CH:17]=[C:16]([CH3:18])[CH:15]=[C:14]2[C:10]=1[CH:11]=[C:12]([C:19]([OH:21])=[O:20])[NH:13]2)[C:2]1[CH:3]=[CH:4][CH:5]=[CH:6][CH:7]=1 |f:1.2|. Reported procedure: 31.0 4-benzyloxy-2-ethoxycarbonyl-6-methyl indole (see preparation of the primary products in connection with Example 1) are heated to boiling in a mixture of 100 ml ethanol and 100 ml water during addition of 7.0 potassium hydroxide, for 2 to 3 hours. The ethanol is then evaporated in vacuum and the remaining, water alkaline solution is acidified with conc. hydrochloric acid. The resulting precipitate is aspirated, thoroughly washed with water and dried. There is obtained 27.6 g (~95% of theory... Starting materials: [BH4-], CO, [Na+], O=Cc1cc([N+](=O)[O-])ccc1N1CCOCC1. Product: O=[N+]([O-])c1ccc(N2CCOCC2)c(CO)c1. RXN SMILES: [BH4-:18].[CH3:20][OH:21].[Na+:19].[O:1]1[CH2:2][CH2:3][N:4]([c:7]2[c:8]([CH:9]=[O:10])[cH:11][c:12]([N+:15](=[O:16])[O-:17])[cH:13][cH:14]2)[CH2:5][CH2:6]1>>[O:1]1[CH2:2][CH2:3][N:4]([c:7]2[c:8]([CH2:9][OH:10])[cH:11][c:12]([N+:15](=[O:16])[O-:17])[cH:13][cH:14]2)[CH2:5][CH2:6]1. The reactants are Cl.ClC1=CC=C(C=C1)C1N=C(N(C1C1=CC=C(C=C1)Cl)C(=O)N1CCN(CC1)CCC#N)C1=C(C=C(C=C1)C(F)(F)F)OCC (3-{4-[4,5-bis-(4-chloro-phenyl)-2-(2-ethoxy-4-trifluoromethyl-phenyl)-4,5-dihydro-imidazole-1-carbonyl]-piperazin-1-yl}-propionitrile hydrochloride), C(C)(C)N(CC)C(C)C (diisopropylethylamine), ClCC(=O)Cl (Chloroacetyl chloride). Solvent: C(Cl)Cl (methylene chloride), C(Cl)Cl (methylene chloride), C(Cl)Cl (methylene chloride). Reaction conditions: time 30 minute. Yields the product ClC1=CC=C(C=C1)C1N=C(N(C1C1=CC=C(C=C1)Cl)C(=O)N1CCN(CC1)C(CCl)=O)C1=C(C=C(C=C1)C(F)(F)F)OCC (1-{4-[4,5-bis-(4-chloro-phenyl)-2-(2-ethoxy-4-trifluoromethyl-phenyl)-4,5-dihydro-imidazole-1-carbonyl]-piperazin-1-yl}-2-chloro-ethanone). Yield: 46.0%. As a reaction SMILES: Cl.[Cl:2][C:3]1[CH:8]=[CH:7][C:6]([CH:9]2[CH:13]([C:14]3[CH:19]=[CH:18][C:17]([Cl:20])=[CH:16][CH:15]=3)[N:12]([C:21]([N:23]3[CH2:28][CH2:27][N:26](CCC#N)[CH2:25][CH2:24]3)=[O:22])[C:11]([C:33]3[CH:38]=[CH:37][C:36]([C:39]([F:42])([F:41])[F:40])=[CH:35][C:34]=3[O:43][CH2:44][CH3:45])=[N:10]2)=[CH:5][CH:4]=1.C(N(C(C)C)CC)(C)C.[Cl:55][CH2:56][C:57](Cl)=[O:58]>C(Cl)Cl>[Cl:2][C:3]1[CH:4]=[CH:5][C:6]([CH:9]2[CH:13]([C:14]3[CH:19]=[CH:18][C:17]([Cl:20])=[CH:16][CH:15]=3)[N:12]([C:21]([N:23]3[CH2:28][CH2:27][N:26]([C:57](=[O:58])[CH2:56][Cl:55])[CH2:25][CH2:24]3)=[O:22])[C:11]([C:33]3[CH:38]=[CH:37][C:36]([C:39]([F:41])([F:40])[F:42])=[CH:35][C:34]=3[O:43][CH2:44][CH3:45])=[N:10]2)=[CH:7][CH:8]=1 |f:0.1|. Reported procedure: [4,5-Bis-(4-chloro-phenyl)-2-(2-ethoxy-4-trifluoromethyl-phenyl)-4,5-dihydro-imidazol-1-yl]-piperazin-1-yl-methanone (372 mg, 0.63 mmol, example 8A) and diisopropylethylamine (230 uL, 1.32 mmol) were dissolved in methylene chloride (4 mL) and cooled to ice temperature. Chloroacetyl chloride (100 uL, 1.26 mmol) in methylene chloride (1 mL) was added dropwise and this mixture was stirred for 30 min at ice temperature. The reaction was diluted with methylene chloride and washed with water. The orga... Reactants: COC(=O)C=1C=2C=CN(C2C=CC1)CC(N(CC)CC)=O (Diethylcarbamoylmethyl-1H-indole-4-carboxylic acid methyl ester), [OH-].[Na+] (NaOH). Solvent: CO (MeOH). Conditions: temperature 50 celsius. Yields the product C(C)N(C(=O)CN1C=CC=2C(=CC=CC12)C(=O)O)CC (1-Diethylcarbamoylmethyl-1H-indole-4-carboxylic acid), I-Diethylcarbamoylmethyl-1H-indole-4-carboxylic acid. Reaction SMILES: C[O:2][C:3]([C:5]1[C:6]2[CH:7]=[CH:8][N:9]([CH2:14][C:15](=[O:21])[N:16]([CH2:19][CH3:20])[CH2:17][CH3:18])[C:10]=2[CH:11]=[CH:12][CH:13]=1)=[O:4].[OH-].[Na+]>CO>[CH2:19]([N:16]([CH2:17][CH3:18])[C:15]([CH2:14][N:9]1[C:10]2[CH:11]=[CH:12][CH:13]=[C:5]([C:3]([OH:4])=[O:2])[C:6]=2[CH:7]=[CH:8]1)=[O:21])[CH3:20] |f:1.2|. Procedure: To a solution of Diethylcarbamoylmethyl-1H-indole-4-carboxylic acid methyl ester (480 mg, 1.665 mmol) in MeOH (5 ml) is added 2 M NaOH (5 ml). The reaction is heated at 50° C. for 20 hours and then allowed to cool to room temperature. The solvent is removed in vacuo and the residue dissolved in water (10 ml). The pH of the solution is adjusted to 5 using 1 M HCl and the resulting solid is collected by filtration to give the title compound I-Diethylcarbamoylmethyl-1H-indole-4-carboxylic acid; [M+...